Dataset: the Open Reaction Database (ORD), a public repository of structured organic reaction records. Task: describe an organic reaction: reactants, conditions, products, and yield The yield is 65.4%. Reaction conditions: time 1.5 hour. Starting materials: N1=CC=CC=C1 (pyridine), CN1N=C(C(=C1S(=O)(=O)NC(=S)NC1=NC(=CC(=N1)OC)OC)C(=O)OC)C (N-(1,3-dimethyl-4-methoxycarbonyl-5-pyrazolesulfonyl)-N'(4,6-dimethoxy-2-pyrimidinyl)thiourea), BrBr (bromine). As a reaction SMILES: N1C=CC=CC=1.[CH3:7][N:8]1[C:12]([S:13]([NH:16][C:17]([NH:19][C:20]2[N:25]=[C:24]([O:26][CH3:27])[CH:23]=[C:22]([O:28][CH3:29])[N:21]=2)=[S:18])(=[O:15])=[O:14])=[C:11]([C:30]([O:32][CH3:33])=[O:31])[C:10]([CH3:34])=[N:9]1.BrBr>O>[CH3:27][O:26][C:24]1[CH:23]=[C:22]([O:28][CH3:29])[N:21]2[S:18][C:17](=[N:16][S:13]([C:12]3[N:8]([CH3:7])[N:9]=[C:10]([CH3:34])[C:11]=3[C:30]([O:32][CH3:33])=[O:31])(=[O:15])=[O:14])[N:19]=[C:20]2[N:25]=1. Yields the product COC1=NC=2N(C(=C1)OC)SC(N2)=NS(=O)(=O)C2=C(C(=NN2C)C)C(=O)OC (5,7-Dimethoxy-2-(1,3-dimethyl-4-methoxycarbonyl-5- pyrazolesulfonyl)imino-2H-1,2,4-thiadiazolo[2,3-a]pyrimidine). Solvent: O (water). Reported procedure: To 50 ml of pyridine is added 4.3 g of N-(1,3-dimethyl-4-methoxycarbonyl-5-pyrazolesulfonyl)-N'(4,6-dimethoxy-2-pyrimidinyl)thiourea, and to the mixture is added 1.6 g of bromine while cooling at -6° C. to -8° C. After stirring at the same temperature for 1.5 hours, the reaction mixture is poured into 300 ml of water. The resulting crystals are filtered, washed with water, and dried. Recrystallization from acetonitrile gives 2.8 g of the title compound as colorless crystals Starting materials: 5g, ClC1=C(C(=NN1C1=CC=CC=C1)C1=CC=C(C=C1)Cl)CC#N (5-chloro-3-p-chlorophenyl-1-phenyl-pyrazole-4-acetonitrile), S(O)(O)(=O)=O (sulfuric acid), ice. The product is ClC1=C(C(=NN1C1=CC=CC=C1)C1=CC=C(C=C1)Cl)CC(=O)N (5-Chloro-3-p-chlorophenyl-1-phenyl-pyrazole-4-acetamide). Isolated yield 99.0%. RXN SMILES: [Cl:1][C:2]1[N:6]([C:7]2[CH:12]=[CH:11][CH:10]=[CH:9][CH:8]=2)[N:5]=[C:4]([C:13]2[CH:18]=[CH:17][C:16]([Cl:19])=[CH:15][CH:14]=2)[C:3]=1[CH2:20][C:21]#[N:22].S(=O)(=O)(O)[OH:24]>>[Cl:1][C:2]1[N:6]([C:7]2[CH:8]=[CH:9][CH:10]=[CH:11][CH:12]=2)[N:5]=[C:4]([C:13]2[CH:18]=[CH:17][C:16]([Cl:19])=[CH:15][CH:14]=2)[C:3]=1[CH2:20][C:21]([NH2:22])=[O:24]. Procedure: 5g of 5-chloro-3-p-chlorophenyl-1-phenyl-pyrazole-4-acetonitrile and 10 ml of 96 % sulfuric acid are stirred for 4 hours at room temperature. The batch is added to 50 g of ice, the precipitate is separated by vacuum filtering and washed with water. 5-Chloro-3-p-chlorophenyl-1-phenyl-pyrazole-4-acetamide is obtained with a 99 % yield; F 192°-193°. Reactants: CCO, COc1ccc2ccccc2c1CC=O, Cc1ccc2[nH]cc(CCN)c2c1, Cl. Yields the product COc1ccc2ccccc2c1CC1NCCc2c1[nH]c1ccc(C)cc21, Cl. As a reaction SMILES: [CH2:30]([OH:31])[CH3:32].[CH3:15][O:16][c:17]1[c:18]([CH2:27][CH:28]=[O:29])[c:19]2[cH:20][cH:21][cH:22][cH:23][c:24]2[cH:25][cH:26]1.[CH3:2][c:3]1[cH:4][cH:5][c:6]2[nH:7][cH:8][c:9]([CH2:10][CH2:11][NH2:12])[c:13]2[cH:14]1.[ClH:1]>>[CH3:2][c:3]1[cH:4][cH:5][c:6]2[nH:7][c:8]3[c:9]([c:13]2[cH:14]1)[CH2:10][CH2:11][NH:12][CH:28]3[CH2:27][c:18]1[c:17]([O:16][CH3:15])[cH:26][cH:25][c:24]2[c:19]1[cH:20][cH:21][cH:22][cH:23]2.[ClH:1]. The reactants are C(C)OC(C(=O)[O-])(CC(=O)[O-])S(=O)(=O)O (ethoxysulphosuccinate), CCCCCCCCCCCCOS(=O)(=O)[O-].[Na+] (EMPICOL). The product is C(C)OC(C(=O)OCCCCCCCCCCCC)(CC(=O)[O-])S(=O)(=O)O.[Na+] (sodium lauryl ethoxysulphosuccinate). As a reaction SMILES: [CH2:1]([O:3][C:4]([S:12]([OH:15])(=[O:14])=[O:13])([CH2:8][C:9]([O-:11])=[O:10])[C:5]([O-:7])=[O:6])[CH3:2].[CH3:16][CH2:17][CH2:18][CH2:19][CH2:20][CH2:21][CH2:22][CH2:23][CH2:24][CH2:25][CH2:26][CH2:27]OS([O-])(=O)=O.[Na+:33]>>[CH2:1]([O:3][C:4]([S:12]([OH:15])(=[O:13])=[O:14])([CH2:8][C:9]([O-:11])=[O:10])[C:5]([O:7][CH2:27][CH2:26][CH2:25][CH2:24][CH2:23][CH2:22][CH2:21][CH2:20][CH2:19][CH2:18][CH2:17][CH3:16])=[O:6])[CH3:2].[Na+:33] |f:1.2,3.4|. Procedure: coconut monoethanolamide ethoxysulphosuccinate, (e.g. EMPICOL SGG)